This data is from the Open Reaction Database (ORD), a public repository of structured organic reaction records. The task is: describe an organic reaction: reactants, conditions, products, and yield Starting materials: Br, Nc1nc(-c2ccc(Cl)cc2)cs1, Cl, Cc1ccc(S(=O)(=O)Cl)cc1, c1ccncc1. The product is Cc1ccc(S(=O)(=O)Nc2nc(-c3ccc(Cl)cc3)cs2)cc1. RXN SMILES: [BrH:1].[Cl:2][c:3]1[cH:4][cH:5][c:6](-[c:9]2[n:10][c:11]([NH2:14])[s:12][cH:13]2)[cH:7][cH:8]1.[ClH:26].[c:15]1([CH3:25])[cH:16][cH:17][c:18]([S:21](=[O:22])(=[O:23])[Cl:24])[cH:19][cH:20]1.[cH:27]1[cH:28][cH:29][n:30][cH:31][cH:32]1>>[Cl:2][c:3]1[cH:4][cH:5][c:6](-[c:9]2[n:10][c:11]([NH:14][S:21]([c:18]3[cH:17][cH:16][c:15]([CH3:25])[cH:20][cH:19]3)(=[O:22])=[O:23])[s:12][cH:13]2)[cH:7][cH:8]1. Starting materials: NC1=C(C(C2=C(C=CC=C2F)F)=NN)C=C(C=C1)Cl (2-amino-5-chloro-2',6'-difluorobenzophenone hydrazone), [OH-].[K+] (potassium hydroxide). Run in C(COCCO)O (diethylene glycol). Yields the product ClC=1C=C(C(N)=CC1)CC1=C(C=CC=C1F)F (4-chloro-α-(2,6-difluorophenyl)-o-toluidine). RXN SMILES: [NH2:1][C:2]1[CH:18]=[CH:17][C:16]([Cl:19])=[CH:15][C:3]=1[C:4](=NN)[C:5]1[C:10]([F:11])=[CH:9][CH:8]=[CH:7][C:6]=1[F:12].[OH-].[K+]>C(O)COCCO>[Cl:19][C:16]1[CH:15]=[C:3]([CH2:4][C:5]2[C:6]([F:12])=[CH:7][CH:8]=[CH:9][C:10]=2[F:11])[C:2](=[CH:18][CH:17]=1)[NH2:1] |f:1.2|. Procedure details: In the manner given in Preparation 11, 2-amino-5-chloro-2',6'-difluorobenzophenone hydrazone is refluxed with potassium hydroxide in diethylene glycol to give 4-chloro-α-(2,6-difluorophenyl)-o-toluidine. The reactants are C(C)[C@@H]1N(C(C[C@@H]1O)=O)C1=CC(=C(C#N)C=C1)C(F)(F)F (4-[(2S,3S)-2-ethyl-3-hydroxy-5-oxopyrrolidin-1-yl]-2-(trifluoromethyl)benzonitrile), [Cl-].[NH4+] (ammonium chloride), C(C)(C)NC(C)C (diisopropylamine), IC (iodomethane). Run in O1CCCC1 (tetrahydrofuran), O1CCCC1 (tetrahydrofuran). Conditions: time 1 hour. The product is C(C)[C@@H]1N(C([C@H]([C@@H]1O)C)=O)C1=CC(=C(C#N)C=C1)C(F)(F)F (4-[(2S,3S,4S)-2-ethyl-3-hydroxy-4-methyl-5-oxopyrrolidin-1-yl]-2-(trifluoromethyl)benzonitrile). Yield: 13.0%. Reaction SMILES: [CH:1](NC(C)C)(C)C.[CH2:8]([C@H:10]1[C@@H:14]([OH:15])[CH2:13][C:12](=[O:16])[N:11]1[C:17]1[CH:24]=[CH:23][C:20]([C:21]#[N:22])=[C:19]([C:25]([F:28])([F:27])[F:26])[CH:18]=1)[CH3:9].IC.[Cl-].[NH4+]>O1CCCC1>[CH2:8]([C@H:10]1[C@@H:14]([OH:15])[C@H:13]([CH3:1])[C:12](=[O:16])[N:11]1[C:17]1[CH:24]=[CH:23][C:20]([C:21]#[N:22])=[C:19]([C:25]([F:28])([F:26])[F:27])[CH:18]=1)[CH3:9] |f:3.4|. Reported procedure: To a solution of diisopropylamine (0.603 mL) in tetrahydrofuran (8 mL) was added dropwise n-butyllithium-hexane solution (2.56 mL, 1.6 mol/L) at −78° C., the mixture was stirred for 1 hr, and a solution of 4-[(2S,3S)-2-ethyl-3-hydroxy-5-oxopyrrolidin-1-yl]-2-(trifluoromethyl)benzonitrile (490 mg) in tetrahydrofuran (6 mL) was added dropwise. The mixture was stirred at −78° C. for 30 min, iodomethane (0.510 mL) was added dropwise at −78° C., and the mixture was stirred at 0° C. for 1 hr. Aqueous ...